This data is from the Open Reaction Database (ORD), a public repository of structured organic reaction records. The task is: describe an organic reaction: reactants, conditions, products, and yield Reactants: Brc1ncc(Br)n2ncnc12, CCN(C(C)C)C(C)C, CN1CCN(c2ccc(Nc3ncc(-c4csc(C(N)=O)c4)n4ncnc34)cc2)CC1, COC(=O)c1ccc(N)cc1, CC(C)O. The product is COC(=O)c1ccc(Nc2ncc(Br)n3ncnc23)cc1. RXN SMILES: [Br:32][c:33]1[cH:34][n:35][c:36]([Br:42])[c:37]2[n:38]1[n:39][cH:40][n:41]2.[CH2:54]([N:55]([CH:56]([CH3:57])[CH3:58])[CH:59]([CH3:60])[CH3:61])[CH3:62].[CH3:1][N:2]1[CH2:3][CH2:4][N:5]([c:6]2[cH:7][cH:8][c:9]([NH:10][c:11]3[c:12]4[n:13]([n:14][cH:15][n:16]4)[c:17](-[c:18]4[cH:19][c:20]([C:21]([NH2:22])=[O:23])[s:24][cH:25]4)[cH:26][n:27]3)[cH:28][cH:29]2)[CH2:30][CH2:31]1.[CH3:43][O:44][C:45]([c:46]1[cH:47][cH:48][c:49]([NH2:52])[cH:50][cH:51]1)=[O:53].[CH3:63][CH:64]([OH:65])[CH3:66]>>[Br:32][c:33]1[cH:34][n:35][c:36]([NH:52][c:49]2[cH:48][cH:47][c:46]([C:45]([O:44][CH3:43])=[O:53])[cH:51][cH:50]2)[c:37]2[n:38]1[n:39][cH:40][n:41]2. Starting materials: N(=[N+]=[N-])C=1NC(=C(N1)Cl)C(=O)NCC1=C(C(=C(C=C1)Cl)OC1=CC(=NC(=C1)C#N)Cl)F (2-azido-4-chloro-N-({4-chloro-3-[(2-chloro-6-cyano-4-pyridinyl)oxy]-2-fluorophenyl}methyl)-1H-imidazole-5-carboxamide). Reagents/catalysts: [Pd].CC(=O)[O-].CC(=O)[O-].[Pb+2] (Lindlar catalyst). Run in CCOC(=O)C (EtOAc). The product is NC=1NC(=C(N1)Cl)C(=O)NCC1=C(C(=C(C=C1)Cl)OC1=CC(=NC(=C1)C#N)Cl)F (2-Amino-4-chloro-N-({4-chloro-3-[(2-chloro-6-cyano-4-pyridinyl)oxy]-2-fluorophenyl}methyl)-1H-imidazole-5-carboxamide). Yield: 44.8%. RXN SMILES: [N:1]([C:4]1[NH:5][C:6]([C:10]([NH:12][CH2:13][C:14]2[CH:19]=[CH:18][C:17]([Cl:20])=[C:16]([O:21][C:22]3[CH:27]=[C:26]([C:28]#[N:29])[N:25]=[C:24]([Cl:30])[CH:23]=3)[C:15]=2[F:31])=[O:11])=[C:7]([Cl:9])[N:8]=1)=[N+]=[N-]>[Pd].CC([O-])=O.CC([O-])=O.[Pb+2].CCOC(C)=O>[NH2:1][C:4]1[NH:5][C:6]([C:10]([NH:12][CH2:13][C:14]2[CH:19]=[CH:18][C:17]([Cl:20])=[C:16]([O:21][C:22]3[CH:27]=[C:26]([C:28]#[N:29])[N:25]=[C:24]([Cl:30])[CH:23]=3)[C:15]=2[F:31])=[O:11])=[C:7]([Cl:9])[N:8]=1 |f:1.2.3.4|. Procedure details: The title compound was prepared in a similar manner to that described herein using 2-azido-4-chloro-N-({4-chloro-3-[(2-chloro-6-cyano-4-pyridinyl)oxy]-2-fluorophenyl}methyl)-1H-imidazole-5-carboxamide (123 mg, 0.255 mmol), a catalytic amount of Lindlar catalyst in EtOAc (15 ml) under H2 (50 psi) to afford the title compound as a white powder (52 mg, 45%). 1H NMR (400 MHz, DMSO-d6) δ ppm 10.96 (1H, s) 7.98 (1H, d) 7.78 (1H, t) 7.59 (1H, d) 7.53 (1H, d) 7.39 (1H, t) 5.83 (2H, s) 4.50 (2H, d). LCMS... The reactants are CC1(C)CCN(c2ccccc2NC(=S)NC(=O)c2ccccc2)c2ccccc21, CO. Yields the product CC1(C)CCN(c2ccccc2NC(N)=S)c2ccccc21. RXN SMILES: [C:1](=[O:2])([c:3]1[cH:4][cH:5][cH:6][cH:7][cH:8]1)[NH:9][C:10](=[S:11])[NH:12][c:13]1[c:14]([N:19]2[CH2:20][CH2:21][C:22]([CH3:29])([CH3:30])[c:23]3[cH:24][cH:25][cH:26][cH:27][c:28]32)[cH:15][cH:16][cH:17][cH:18]1.[CH3:31][OH:32]>>[NH2:9][C:10](=[S:11])[NH:12][c:13]1[c:14]([N:19]2[CH2:20][CH2:21][C:22]([CH3:29])([CH3:30])[c:23]3[cH:24][cH:25][cH:26][cH:27][c:28]32)[cH:15][cH:16][cH:17][cH:18]1. Starting materials: N1=CC=C(C=C1)C=1C=C(N)C=CC1 (3-(pyridin-4-yl)aniline), ClC1=CC(=C(C=C1)NC(CSCC(=O)O)=O)C(=O)OC ([(2-([4-chloro-2-(methoxycarbonyl)phenyl]amino)-2-oxoethyl)sulfanyl]acetic acid). The product is ClC=1C=CC(=C(C(=O)O)C1)NC(CSCC(NC1=CC(=CC=C1)C1=CC=NC=C1)=O)=O (5-chloro-2-(([(2-oxo-2-([3-(pyridin-4-yl)phenyl]amino)ethyl)sulfanyl]acetyl)amino)benzoic acid). RXN SMILES: [N:1]1[CH:6]=[CH:5][C:4]([C:7]2[CH:8]=[C:9]([CH:11]=[CH:12][CH:13]=2)[NH2:10])=[CH:3][CH:2]=1.[Cl:14][C:15]1[CH:20]=[CH:19][C:18]([NH:21][C:22](=[O:29])[CH2:23][S:24][CH2:25][C:26](O)=[O:27])=[C:17]([C:30]([O:32]C)=[O:31])[CH:16]=1>>[Cl:14][C:15]1[CH:20]=[CH:19][C:18]([NH:21][C:22](=[O:29])[CH2:23][S:24][CH2:25][C:26](=[O:27])[NH:10][C:9]2[CH:11]=[CH:12][CH:13]=[C:7]([C:4]3[CH:5]=[CH:6][N:1]=[CH:2][CH:3]=3)[CH:8]=2)=[C:17]([CH:16]=1)[C:30]([OH:32])=[O:31]. Procedure: Using the same method as in Example 1-(ii), 3-(pyridin-4-yl)aniline was reacted with the [(2-([4-chloro-2-(methoxycarbonyl)phenyl]amino)-2-oxoethyl)sulfanyl]acetic acid obtained in Example 12-(i) to give 5-chloro-2-(([(2-oxo-2-([3-(pyridin-4-yl)phenyl]amino)ethyl)sulfanyl]acetyl)amino)benzoic acid.methyl ester (yield: 74%). Reported procedure: A solution of 11.23 g of 3'(3'-chloro-2'-oxo-propyl) -benzophenone in 112 ml of isopropanol was added to 50 ml of isopropanol and 17 g of aluminum isopropylate heated to 50°C and the mixture was refluxed for 2 hours while slowly distilling isopropanol and the acetone formed while keeping the volume constant by adding 30 ml of isopropanol. The mixture was concentrated to 50 ml and after returning to room temperature, the mixture was added with stirring to a mixture of ice-water-hydrochloride acid... The yield is 105.0%. The solvent is C(C)(C)O (isopropanol), C(C)(C)O (isopropanol), C(C)(C)O (isopropanol), C(C)(C)O (isopropanol). Run at temperature 50 celsius. As a reaction SMILES: [Cl:1][CH2:2][C:3](=[O:19])[CH2:4][C:5]1[CH:6]=[C:7]([C:11](=[O:18])[C:12]2[CH:17]=[CH:16][CH:15]=[CH:14][CH:13]=2)[CH:8]=[CH:9][CH:10]=1.CC([O-])C.CC([O-])C.CC([O-])C.[Al+3].CC(C)=O>C(O)(C)C>[Cl:1][CH2:2][CH:3]([OH:19])[CH2:4][C:5]1[CH:6]=[C:7]([CH:8]=[CH:9][CH:10]=1)[CH:11]([OH:18])[C:12]1[CH:17]=[CH:16][CH:15]=[CH:14][CH:13]=1 |f:1.2.3.4|. The product is ClCC(CC=1C=C(C(C2=CC=CC=C2)O)C=CC1)O (3-(3'-chloro-2'-hydroxypropyl)-benzhydrol). The reactants are CC(=O)C (acetone), ClCC(CC=1C=C(C=CC1)C(C1=CC=CC=C1)=O)=O (3'(3'-chloro-2'-oxo-propyl) -benzophenone), CC(C)[O-].CC(C)[O-].CC(C)[O-].[Al+3] (aluminum isopropylate). Starting materials: C(CC)C1=CC=C(N=CC2=CC(=C(C(=C2)OC)OC)OC)C=C1 (4-n-Propyl-N-(3,4,5-trimethoxybenzylidene)aniline), CC1=CC=C(NCC2=CC(=C(C(=C2)OC)OC)OC)C=C1 (4-Methyl-N-(3,4,5-trimethoxybenzyl)aniline). The product is C(CC)C1=CC=C(NCC2=CC(=C(C(=C2)OC)OC)OC)C=C1 (4-n-Propyl-N-(3,4,5-trimethoxybenzyl)aniline). Yield: 70.7%. As a reaction SMILES: [CH2:1]([C:4]1[CH:23]=[CH:22][C:7]([N:8]=[CH:9][C:10]2[CH:15]=[C:14]([O:16][CH3:17])[C:13]([O:18][CH3:19])=[C:12]([O:20][CH3:21])[CH:11]=2)=[CH:6][CH:5]=1)[CH2:2][CH3:3].CC1C=CC(NCC2C=C(OC)C(OC)=C(OC)C=2)=CC=1>>[CH2:1]([C:4]1[CH:23]=[CH:22][C:7]([NH:8][CH2:9][C:10]2[CH:15]=[C:14]([O:16][CH3:17])[C:13]([O:18][CH3:19])=[C:12]([O:20][CH3:21])[CH:11]=2)=[CH:6][CH:5]=1)[CH2:2][CH3:3]. Reported procedure: From 108g (8.5 g, 26.9 mmol), a similar procedure as described for 109a gave 109g (6.0 g, 70.3%) as an oil. 1H NMR (200 MHz, CDCl3) δ7.00 (d, J=8 Hz, 2H), 6.61 (s, 2H), 6.60 (d, J=8 Hz, 2H), 4.23 (s, 2H), 3.84 (s, 9H), 2.84 (t, J=8 Hz, 2H), 1.60 (sextet, J=8 Hz, 2H), 0.92 (t, J=8 Hz, 3H). EIMS m/e 315 (M+, 93). Reactants: [BH4-], CC(C)(C)[Si](OCCc1ncc2c(n1)CCCC2=O)(c1ccccc1)c1ccccc1, CO, [Na+]. As a reaction SMILES: [BH4-:32].[C:1]([CH3:2])([CH3:3])([CH3:4])[Si:5]([O:6][CH2:7][CH2:8][c:9]1[n:10][c:11]2[c:16]([cH:17][n:18]1)[C:15](=[O:19])[CH2:14][CH2:13][CH2:12]2)([c:20]1[cH:21][cH:22][cH:23][cH:24][cH:25]1)[c:26]1[cH:27][cH:28][cH:29][cH:30][cH:31]1.[CH3:34][OH:35].[Na+:33]>>[C:1]([CH3:2])([CH3:3])([CH3:4])[Si:5]([O:6][CH2:7][CH2:8][c:9]1[n:10][c:11]2[c:16]([cH:17][n:18]1)[CH:15]([OH:19])[CH2:14][CH2:13][CH2:12]2)([c:20]1[cH:21][cH:22][cH:23][cH:24][cH:25]1)[c:26]1[cH:27][cH:28][cH:29][cH:30][cH:31]1. Yields the product CC(C)(C)[Si](OCCc1ncc2c(n1)CCCC2O)(c1ccccc1)c1ccccc1. Starting materials: ClCCl, CC(C)CCCC(C)NC(=O)CCC(O)c1ccccc1, O=[Cr](=O)([O-])Cl, c1cc[nH+]cc1. Product: CC(C)CCCC(C)NC(=O)CCC(=O)c1ccccc1. RXN SMILES: [CH2:33]([Cl:34])[Cl:35].[CH3:1][CH:2]([CH2:3][CH2:4][CH2:5][CH:6]([CH3:7])[CH3:8])[NH:9][C:10]([CH2:11][CH2:12][CH:13]([c:14]1[cH:15][cH:16][cH:17][cH:18][cH:19]1)[OH:20])=[O:21].[O:22]=[Cr:23]([Cl:24])([O-:25])=[O:26].[nH+:27]1[cH:28][cH:29][cH:30][cH:31][cH:32]1>>[CH3:1][CH:2]([CH2:3][CH2:4][CH2:5][CH:6]([CH3:7])[CH3:8])[NH:9][C:10]([CH2:11][CH2:12][C:13]([c:14]1[cH:15][cH:16][cH:17][cH:18][cH:19]1)=[O:20])=[O:21]. The reactants are C(C1=CC=CC=C1)Br (benzylbromide), COC1=CC=C(C=C1)C[C@@H]1C[C@@H]2CCC(N[C@@H]2CC1)=O ((-)-(4aS,6S,8aR)-3,4,4a,5,6,7,8,8a-octahydro-6-((4-methoxyphenyl)methyl)quinolin-2(1H)-one), [OH-].[Na+] (NaOH), C([O-])([O-])=O.[K+].[K+] (potassium carbonate), S(=O)(=O)(O)[O-].[NH4+].[NH4+].[NH4+].[NH4+].S(=O)(=O)(O)[O-].S(=O)(=O)(O)[O-].S(=O)(=O)(O)[O-] (tetraammonium hydrogen sulphate). Run in C1(=CC=CC=C1)C (toluene), C1(=CC=CC=C1)C (toluene), C1(=CC=CC=C1)C (toluene). The product is COC1=CC=C(C=C1)C[C@@H]1C[C@@H]2CCC(N([C@@H]2CC1)CC1=CC=CC=C1)=O ((-)-(4aS,6S,8aR)-3,4,4a,5,6,7,8,8a-Octahydro-6-((4-methoxyphenyl)methyl)-1-(phenylmethyl)quinolin-2(1H)-one). The yield is 21.7%. RXN SMILES: [CH2:1](Br)[C:2]1[CH:7]=[CH:6][CH:5]=[CH:4][CH:3]=1.[CH3:9][O:10][C:11]1[CH:16]=[CH:15][C:14]([CH2:17][C@H:18]2[CH2:27][CH2:26][C@@H:25]3[C@@H:20]([CH2:21][CH2:22][C:23](=[O:28])[NH:24]3)[CH2:19]2)=[CH:13][CH:12]=1.[OH-].[Na+].C(=O)([O-])[O-].[K+].[K+].S([O-])(O)(=O)=O.[NH4+].[NH4+].[NH4+].[NH4+].S([O-])(O)(=O)=O.S([O-])(O)(=O)=O.S([O-])(O)(=O)=O>C1(C)C=CC=CC=1>[CH3:9][O:10][C:11]1[CH:12]=[CH:13][C:14]([CH2:17][C@H:18]2[CH2:27][CH2:26][C@@H:25]3[C@@H:20]([CH2:21][CH2:22][C:23](=[O:28])[N:24]3[CH2:1][C:2]3[CH:7]=[CH:6][CH:5]=[CH:4][CH:3]=3)[CH2:19]2)=[CH:15][CH:16]=1 |f:2.3,4.5.6,7.8.9.10.11.12.13.14|. Reported procedure: A solution of benzylbromide (0.44 ml, 0.0037 mol) in toluene (5 ml) was added dropwise to the refluxing mixture of (-)-(4aS,6S,8aR)-3,4,4a,5,6,7,8,8a-octahydro-6-((4-methoxyphenyl)methyl)quinolin-2(1H)-one (0.512 g, 0.0019 mol, prepared according to Example 32), powdered NaOH (0.175 g), potassium carbonate (0.35 g), tetraammonium hydrogen sulphate (0.02 g) and toluene (20 ml). The reaction was refluxed for 4 days. The reaction mixture was then cooled, diluted with toluene and then washed with wa...